This data is from the Open Reaction Database (ORD), a public repository of structured organic reaction records. The task is: describe an organic reaction: reactants, conditions, products, and yield The reactants are [BH3-]C#N, CO, CC(C)=O, Cl, [Li+], NC1CCc2c(ccc(OCc3ccccc3)c2[N+](=O)[O-])C1O, O. Product: Cl, CC(C)NC1CCc2c(ccc(OCc3ccccc3)c2[N+](=O)[O-])C1O. Reaction SMILES: [C:27]([BH3-:28])#[N:29].[CH3:25][OH:26].[CH3:31][C:32]([CH3:33])=[O:34].[ClH:1].[Li+:30].[NH2:2][CH:3]1[CH:4]([OH:24])[c:5]2[cH:6][cH:7][c:8]([O:16][CH2:17][c:18]3[cH:19][cH:20][cH:21][cH:22][cH:23]3)[c:9]([N+:13](=[O:14])[O-:15])[c:10]2[CH2:11][CH2:12]1.[OH2:35]>>[ClH:1].[NH:2]([CH:3]1[CH:4]([OH:24])[c:5]2[cH:6][cH:7][c:8]([O:16][CH2:17][c:18]3[cH:19][cH:20][cH:21][cH:22][cH:23]3)[c:9]([N+:13](=[O:14])[O-:15])[c:10]2[CH2:11][CH2:12]1)[CH:32]([CH3:31])[CH3:33]. Conditions: temperature 50 celsius, time 15 minute. RXN SMILES: [C-:1]#[N:2].[Na+].C(Cl)(Cl)Cl.[Br:8][C:9]1([C:15]2[O:16][C:17]3[C:25]([CH2:26]Br)=[CH:24][CH:23]=[CH:22][C:18]=3[C:19](=[O:21])[CH:20]=2)[CH2:14][CH2:13][CH2:12][CH2:11][CH2:10]1>O.[Cl-].C([N+](C)(C)C)C1C=CC=CC=1>[Br:8][C:9]1([C:15]2[O:16][C:17]3[C:25]([CH2:26][C:1]#[N:2])=[CH:24][CH:23]=[CH:22][C:18]=3[C:19](=[O:21])[CH:20]=2)[CH2:14][CH2:13][CH2:12][CH2:11][CH2:10]1 |f:0.1,5.6|. The solvent is O (water). Procedure: NaCN (3.88 g, 0.075 mole) was dissolved in water (11 ml) and to the solution was added benzyltrimethylammonium chloride (13.9 g, 0.075 mole). After stirring at 50° C. for 15 minutes, chloroform (120 ml) was added and further 2 -(1-bromocyclohexyl)-8-bromomethyl-4-oxo-4H-[1]-benzopyran (12 g, 0.03 mole) was added. The mixture was stirred for 4 hours. The chloroform layer was washed with water, dried (MgSO4) and then concentrated under reduced pressure to obtain crystals. The crude crystals were r... Reactants: C(Cl)(Cl)Cl (chloroform), [C-]#N.[Na+] (NaCN), BrC1(CCCCC1)C=1OC2=C(C(C1)=O)C=CC=C2CBr (2 -(1-bromocyclohexyl)-8-bromomethyl-4-oxo-4H-[1]-benzopyran). The product is BrC1(CCCCC1)C=1OC2=C(C(C1)=O)C=CC=C2CC#N (2-(1-Bromocyclohexyl)-8-cyanomethyl-4-oxo-4H-[1]-benzopyran). Yield: 72.2%. Reagents/catalysts: [Cl-].C(C1=CC=CC=C1)[N+](C)(C)C (benzyltrimethylammonium chloride). Isolated yield 41.6%. As a reaction SMILES: C(OC([N:8]1[CH2:13][CH2:12][N:11](C(OC(C)(C)C)=O)[CH2:10][CH:9]1[C:21]1[C:26]([C:27]([O:29]CC)=O)=[CH:25][CH:24]=[CH:23][N:22]=1)=O)(C)(C)C.C(=O)([O-])[O-].[K+].[K+]>C(Cl)Cl.C(O)(C(F)(F)F)=O.CO>[N:22]1[C:21]2[CH:9]3[CH2:10][NH:11][CH2:12][CH2:13][N:8]3[C:27](=[O:29])[C:26]=2[CH:25]=[CH:24][CH:23]=1 |f:1.2.3|. The product is N1=CC=CC2=C1C1N(CCNC1)C2=O (8,9,10,10a-Tetrahydropyrido[2′,3′:3,4]pyrrolo[1,2-a]pyrazin-5(7H)-one). Solvent: C(Cl)Cl (DCM), C(=O)(C(F)(F)F)O (TFA), CO (methanol). Procedure: To a solution of 2-(3-ethoxycarbonyl-pyridin-2-yl)-piperazine-1,4-dicarboxylic acid di-tert-butyl ester (may be prepared as described in Intermediate 6; 1.55 g) in DCM (100 mL), TFA (5.0 mL) was added at 0° C. and then reaction mixture was allowed to warm to room temperature. TLC showed disappearance of starting material in 4 h. Reaction mixture was fully evaporated under vacuum to give 1.70 g of crude intermediate. Crude intermediate was dissolved in methanol (100 mL), and then potassium carbon... Starting materials: C(C)(C)(C)OC(=O)N1C(CN(CC1)C(=O)OC(C)(C)C)C1=NC=CC=C1C(=O)OCC (2-(3-ethoxycarbonyl-pyridin-2-yl)-piperazine-1,4-dicarboxylic acid di-tert-butyl ester), C(C)(C)(C)OC(=O)N1C(CN(CC1)C(=O)OC(C)(C)C)C1=NC=CC=C1C(=O)OCC (2-(3-ethoxycarbonyl-pyridin-2-yl)-piperazine-1,4-dicarboxylic acid di-tert-butyl ester), C([O-])([O-])=O.[K+].[K+] (potassium carbonate). Reactants: CCOC(C)=O, O=C(O)C1=CCC2C1C(=O)C2(Cl)Cl, [N-]=[N+]=C(c1ccccc1)c1ccccc1. The product is O=C(OC(c1ccccc1)c1ccccc1)C1=CCC2C1C(=O)C2(Cl)Cl. Reaction SMILES: [CH3:29][CH2:30][O:31][C:32](=[O:33])[CH3:34].[Cl:1][C:2]1([Cl:13])[CH:3]2[CH2:4][CH:5]=[C:6]([C:10](=[O:11])[OH:12])[CH:7]2[C:8]1=[O:9].[c:14]1([C:20](=[N+:21]=[N-:22])[c:23]2[cH:24][cH:25][cH:26][cH:27][cH:28]2)[cH:15][cH:16][cH:17][cH:18][cH:19]1>>[Cl:1][C:2]1([Cl:13])[CH:3]2[CH2:4][CH:5]=[C:6]([C:10]([O:11][CH:20]([c:14]3[cH:15][cH:16][cH:17][cH:18][cH:19]3)[c:23]3[cH:24][cH:25][cH:26][cH:27][cH:28]3)=[O:12])[CH:7]2[C:8]1=[O:9]. The reactants are C(C1=CC=CC=C1)N (benzylamine), ClC=1C2=C(N=C(N1)C=1C=NC=CC1)SC(=C2)[N+](=O)[O-] (4-chloro-2-(pyridin-3-yl)-6-nitro-thieno-[2,3-d]-pyrimidine). Product: N1=CC(=CC=C1)C=1N=C(C2=C(N1)SC(=C2)[N+](=O)[O-])NCC2=CC=CC=C2 (2-(pyridin-3-yl)-4-benzylamino-6-nitro-thieno-[2,3-d]-pyrimidine). RXN SMILES: [CH2:1]([NH2:8])[C:2]1[CH:7]=[CH:6][CH:5]=[CH:4][CH:3]=1.Cl[C:10]1[C:11]2[CH:24]=[C:23]([N+:25]([O-:27])=[O:26])[S:22][C:12]=2[N:13]=[C:14]([C:16]2[CH:17]=[N:18][CH:19]=[CH:20][CH:21]=2)[N:15]=1>>[N:18]1[CH:19]=[CH:20][CH:21]=[C:16]([C:14]2[N:15]=[C:10]([NH:8][CH2:1][C:2]3[CH:7]=[CH:6][CH:5]=[CH:4][CH:3]=3)[C:11]3[CH:24]=[C:23]([N+:25]([O-:27])=[O:26])[S:22][C:12]=3[N:13]=2)[CH:17]=1. Procedure details: With the procedure of Example 1, the reaction of benzylamine with 4-chloro-2-(pyridin-3-yl)-6-nitro-thieno-[2,3-d]-pyrimidine yields 2-(pyridin-3-yl)-4-benzylamino-6-nitro-thieno-[2,3-d]-pyrimidine.